describe an organic reaction: reactants, conditions, products, and yield From a dataset of the Open Reaction Database (ORD), a public repository of structured organic reaction records. Starting materials: CN1CCCN(C(=O)CC(Cc2cc(F)ccc2F)NC(=O)OC(C)(C)C)CC1=O, Cl, C1COCCO1. Product: CN1CCCN(C(=O)CC(N)Cc2cc(F)ccc2F)CC1=O. As a reaction SMILES: [C:1]([O:2][C:3](=[O:4])[NH:8][CH:9]([CH2:10][C:11](=[O:12])[N:13]1[CH2:14][C:15](=[O:21])[N:16]([CH3:20])[CH2:17][CH2:18][CH2:19]1)[CH2:22][c:23]1[c:24]([F:30])[cH:25][cH:26][c:27]([F:29])[cH:28]1)([CH3:5])([CH3:6])[CH3:7].[ClH:31].[O:32]1[CH2:33][CH2:34][O:35][CH2:36][CH2:37]1>>[NH2:8][CH:9]([CH2:10][C:11](=[O:12])[N:13]1[CH2:14][C:15](=[O:21])[N:16]([CH3:20])[CH2:17][CH2:18][CH2:19]1)[CH2:22][c:23]1[c:24]([F:30])[cH:25][cH:26][c:27]([F:29])[cH:28]1. Reactants: CCO, N#Cc1cccc(N2CC(c3ccc(OCC4CC4)c(OC4CCCC4)c3)CC2=O)c1, [Na+], [OH-], OO. Product: NC(=O)c1cccc(N2CC(c3ccc(OCC4CC4)c(OC4CCCC4)c3)CC2=O)c1. As a reaction SMILES: [CH3:36][CH2:37][OH:38].[CH:1]1([O:6][c:7]2[cH:8][c:9]([CH:18]3[CH2:19][C:20](=[O:31])[N:21]([c:23]4[cH:24][c:25]([C:26]#[N:27])[cH:28][cH:29][cH:30]4)[CH2:22]3)[cH:10][cH:11][c:12]2[O:13][CH2:14][CH:15]2[CH2:16][CH2:17]2)[CH2:2][CH2:3][CH2:4][CH2:5]1.[Na+:33].[OH-:32].[OH:34][OH:35]>>[CH:1]1([O:6][c:7]2[cH:8][c:9]([CH:18]3[CH2:19][C:20](=[O:31])[N:21]([c:23]4[cH:24][c:25]([C:26]([NH2:27])=[O:32])[cH:28][cH:29][cH:30]4)[CH2:22]3)[cH:10][cH:11][c:12]2[O:13][CH2:14][CH:15]2[CH2:16][CH2:17]2)[CH2:2][CH2:3][CH2:4][CH2:5]1. Reactants: FC1=C(C=CC(=C1)F)C(=O)C1CN(CC1)CC1=CC=CC=C1 ((2,4-difluorophenyl)[1-(phenylmethyl)-3-pyrrolidinyl]methanone), C(C)(=O)[O-].[NH4+] (ammonium acetate), Cl (HCl). The solvent is C(C)O (ethanol), O (water). Conditions: time 24 hour. The product is FC1=C(C=CC(=C1)F)C(=NO)C1CN(CC1)CC1=CC=CC=C1 ((2,4-difluorophenyl)[1-(phenylmethyl)-3-pyrrolidinyl]methanone oxime). The yield is 52.0%. Reaction SMILES: [F:1][C:2]1[CH:7]=[C:6]([F:8])[CH:5]=[CH:4][C:3]=1[C:9]([CH:11]1[CH2:15][CH2:14][N:13]([CH2:16][C:17]2[CH:22]=[CH:21][CH:20]=[CH:19][CH:18]=2)[CH2:12]1)=O.Cl.C([O-])(=[O:26])C.[NH4+:28]>C(O)C.O>[F:1][C:2]1[CH:7]=[C:6]([F:8])[CH:5]=[CH:4][C:3]=1[C:9]([CH:11]1[CH2:15][CH2:14][N:13]([CH2:16][C:17]2[CH:18]=[CH:19][CH:20]=[CH:21][CH:22]=2)[CH2:12]1)=[N:28][OH:26] |f:2.3|. Procedure details: To the compound (2,4-difluorophenyl)[1-(phenylmethyl)-3-pyrrolidinyl]methanone (22 g) in 95% ethanol (350 ml) and water (100 ml) was added NH2O.HCl (10.1 g) and ammonium acetate (12.7 g, 2.1 eq). The resulting mixture was refluxed for 3.5 hours. The mixture was then allowed to stir at room temperature for 24 hour. The reaction mixture was concentrated to remove ethanol, poured into water (500 ml), and extracted with dichloromethane (500 ml). This was followed by washing with water, brine, and dr... The reactants are CO, CN, CS(=O)(=O)c1ccc2c(c1)cc(-c1ccc(C(=O)O)cn1)n2Cc1ccc(F)cc1, C1CCOC1. Yields the product CNC(=O)c1ccc(-c2cc3cc(S(C)(=O)=O)ccc3n2Cc2ccc(F)cc2)nc1. Reaction SMILES: [CH3:31][OH:32].[CH3:33][NH2:34].[F:1][c:2]1[cH:3][cH:4][c:5]([CH2:6][n:7]2[c:8](-[c:20]3[n:21][cH:22][c:23]([C:26](=[O:27])[OH:28])[cH:24][cH:25]3)[cH:9][c:10]3[cH:11][c:12]([S:16](=[O:17])(=[O:18])[CH3:19])[cH:13][cH:14][c:15]23)[cH:29][cH:30]1.[O:35]1[CH2:36][CH2:37][CH2:38][CH2:39]1>>[F:1][c:2]1[cH:3][cH:4][c:5]([CH2:6][n:7]2[c:8](-[c:20]3[n:21][cH:22][c:23]([C:26](=[O:28])[NH:34][CH3:33])[cH:24][cH:25]3)[cH:9][c:10]3[cH:11][c:12]([S:16](=[O:17])(=[O:18])[CH3:19])[cH:13][cH:14][c:15]23)[cH:29][cH:30]1. Starting materials: Nc1ncc(Cl)cc1-c1cc(Cc2ccc(OCc3ccccc3)cc2)on1, [Na+], O, O=C(O)C(F)(F)F, O=C([O-])O, CSc1ccccc1. The product is Nc1ncc(Cl)cc1-c1cc(Cc2ccc(O)cc2)on1. RXN SMILES: [CH2:8]([c:9]1[cH:10][cH:11][cH:12][cH:13][cH:14]1)[O:15][c:16]1[cH:17][cH:18][c:19]([CH2:20][c:21]2[cH:22][c:23](-[c:26]3[c:27]([NH2:33])[n:28][cH:29][c:30]([Cl:32])[cH:31]3)[n:24][o:25]2)[cH:34][cH:35]1.[Na+:44].[OH2:49].[OH:1][C:2]([C:3]([F:4])([F:5])[F:6])=[O:7].[OH:45][C:46](=[O:47])[O-:48].[c:36]1([S:37][CH3:38])[cH:39][cH:40][cH:41][cH:42][cH:43]1>>[OH:15][c:16]1[cH:17][cH:18][c:19]([CH2:20][c:21]2[cH:22][c:23](-[c:26]3[c:27]([NH2:33])[n:28][cH:29][c:30]([Cl:32])[cH:31]3)[n:24][o:25]2)[cH:34][cH:35]1. Reactants: CCOC(=O)N1c2cc3c(cc2C(NC(=O)OCc2ccccc2)CC1C)CCC3, CCO, C1=CCCCC1. Product: CCOC(=O)N1c2cc3c(cc2C(N)CC1C)CCC3. RXN SMILES: [CH2:1]([CH3:2])[O:3][C:4](=[O:5])[N:6]1[CH:7]([CH3:30])[CH2:8][CH:9]([NH:19][C:20]([O:21][CH2:22][c:23]2[cH:24][cH:25][cH:26][cH:27][cH:28]2)=[O:29])[c:10]2[cH:11][c:12]3[c:13]([cH:14][c:15]21)[CH2:16][CH2:17][CH2:18]3.[CH2:37]([OH:38])[CH3:39].[CH:31]1=[CH:36][CH2:35][CH2:34][CH2:33][CH2:32]1>>[CH2:1]([CH3:2])[O:3][C:4](=[O:5])[N:6]1[CH:7]([CH3:30])[CH2:8][CH:9]([NH2:19])[c:10]2[cH:11][c:12]3[c:13]([cH:14][c:15]21)[CH2:16][CH2:17][CH2:18]3. Reactants: O=C1N(C(CC1)=O)OC(C1=CC=C(C=C1)OC(N(C1=CC=CC=C1)C)=O)=O (4-(methyl-phenyl-carbamoyloxy)-benzoic acid 2,5-dioxo-pyrrolidin-1-yl ester), CNCCC1=CC=CC=C1 (methyl-phenethyl-amine), crude product. Product: CN(C(=O)C1=CC=C(C=C1)OC(N(C1=CC=CC=C1)C)=O)CCC1=CC=CC=C1 (Methyl-phenyl-carbamic acid 4-(methyl-phenethyl-carbamoyl)-phenyl ester). RXN SMILES: O=C1CCC(=O)N1O[C:9](=[O:27])[C:10]1[CH:15]=[CH:14][C:13]([O:16][C:17](=[O:26])[N:18]([CH3:25])[C:19]2[CH:24]=[CH:23][CH:22]=[CH:21][CH:20]=2)=[CH:12][CH:11]=1.[CH3:28][NH:29][CH2:30][CH2:31][C:32]1[CH:37]=[CH:36][CH:35]=[CH:34][CH:33]=1>>[CH3:28][N:29]([CH2:30][CH2:31][C:32]1[CH:37]=[CH:36][CH:35]=[CH:34][CH:33]=1)[C:9]([C:10]1[CH:11]=[CH:12][C:13]([O:16][C:17](=[O:26])[N:18]([CH3:25])[C:19]2[CH:20]=[CH:21][CH:22]=[CH:23][CH:24]=2)=[CH:14][CH:15]=1)=[O:27]. Procedure details: The title product was prepared from 4-(methyl-phenyl-carbamoyloxy)-benzoic acid 2,5-dioxo-pyrrolidin-1-yl ester and methyl-phenethyl-amine. The crude product was subjected to preparative HPLC (29%, oil). HPLC-MS: m/z=389.2 (M+1); Rt: 4.15 min. The reactants are COC1=CC=C2C(=CC=NC2=C1)OC1=C(C=C(C=C1)NC(=O)C=1C(N(N(C1C)C[C@H](C)OC([C@H](C)N)=O)C1=CC=CC=C1)=O)F ((2S)—(S)-1-(4-(4-(7-methoxyquinolin-4-yloxy)-3-fluoro-phenyl-carbamoyl)-2,3-dihydro-5-methyl-3-oxo-2-phenylpyrazol-1-yl)propan-2-yl-2-aminopropanoate), C(\C=C/C(=O)O)(=O)O (maleic acid). RXN SMILES: [CH3:1][O:2][C:3]1[CH:12]=[C:11]2[C:6]([C:7]([O:13][C:14]3[CH:19]=[CH:18][C:17]([NH:20][C:21]([C:23]4[C:24](=[O:44])[N:25]([C:38]5[CH:43]=[CH:42][CH:41]=[CH:40][CH:39]=5)[N:26]([CH2:29][C@@H:30]([O:32][C:33](=[O:37])[C@@H:34]([NH2:36])[CH3:35])[CH3:31])[C:27]=4[CH3:28])=[O:22])=[CH:16][C:15]=3[F:45])=[CH:8][CH:9]=[N:10]2)=[CH:5][CH:4]=1.[C:46]([OH:53])(=[O:52])/[CH:47]=[CH:48]\[C:49]([OH:51])=[O:50]>>[C:46]([OH:53])(=[O:52])/[CH:47]=[CH:48]\[C:49]([OH:51])=[O:50].[F:45][C:15]1[CH:16]=[C:17]([NH:20][C:21]([C:23]2[C:24](=[O:44])[N:25]([C:38]3[CH:39]=[CH:40][CH:41]=[CH:42][CH:43]=3)[N:26]([CH2:29][C@@H:30]([O:32][C:33](=[O:37])[C@@H:34]([NH2:36])[CH3:35])[CH3:31])[C:27]=2[CH3:28])=[O:22])[CH:18]=[CH:19][C:14]=1[O:13][C:7]1[C:6]2[C:11](=[CH:12][C:3]([O:2][CH3:1])=[CH:4][CH:5]=2)[N:10]=[CH:9][CH:8]=1 |f:2.3|. Isolated yield 94.2%. The product is C(\C=C/C(=O)O)(=O)O.FC=1C=C(C=CC1OC1=CC=NC2=CC(=CC=C12)OC)NC(=O)C=1C(N(N(C1C)C[C@H](C)OC([C@H](C)N)=O)C1=CC=CC=C1)=O ((S)—((S)-1-(4-(3-fluoro-4-(7-methoxyquinolin-4-yloxy)phenylcarbamoyl)-5-methyl-3-oxo-2-phenyl-2,3-dihydropyrazol-1-yl)propan-2-yl)2-aminopropanoate maleate), solid. Procedure details: The title compound was prepared according to the procedure described in Example 13 Step 3 by using (2S)—(S)-1-(4-(4-(7-methoxyquinolin-4-yloxy)-3-fluoro-phenyl-carbamoyl)-2,3-dihydro-5-methyl-3-oxo-2-phenylpyrazol-1-yl)propan-2-yl-2-aminopropanoate (61.3 mg, 0.1 mmol) and maleic acid (23.3 mg, 0.2 mmol, Shanghai San'aisi Reagent Co., Ltd). The title compound was obtained as a yellow solid (68.7 mg, 94.2%). Reactants: O=C(c1ccccc1)c1ccc2c(c1)sc(=O)n2CCOc1ccc(CC2C(=O)Oc3ccccc32)cc1, CON. Product: CON=C(c1ccccc1)c1ccc2c(c1)sc(=O)n2CCOc1ccc(CC2C(=O)Oc3ccccc32)cc1. As a reaction SMILES: [C:1]([c:2]1[cH:3][cH:4][cH:5][cH:6][cH:7]1)(=[O:8])[c:9]1[cH:10][c:11]2[c:12]([n:13]([CH2:17][CH2:18][O:19][c:20]3[cH:21][cH:22][c:23]([CH2:26][CH:27]4[C:28](=[O:36])[O:29][c:30]5[c:31]4[cH:32][cH:33][cH:34][cH:35]5)[cH:24][cH:25]3)[c:14](=[O:16])[s:15]2)[cH:37][cH:38]1.[CH3:39][O:40][NH2:41]>>[C:1]([c:2]1[cH:3][cH:4][cH:5][cH:6][cH:7]1)([c:9]1[cH:10][c:11]2[c:12]([n:13]([CH2:17][CH2:18][O:19][c:20]3[cH:21][cH:22][c:23]([CH2:26][CH:27]4[C:28](=[O:36])[O:29][c:30]5[c:31]4[cH:32][cH:33][cH:34][cH:35]5)[cH:24][cH:25]3)[c:14](=[O:16])[s:15]2)[cH:37][cH:38]1)=[N:41][O:40][CH3:39].